From a dataset of the Open Reaction Database (ORD), a public repository of structured organic reaction records. describe an organic reaction: reactants, conditions, products, and yield The reactants are C(C)(C)(C)[Si](OCCN1N=C(C=C1)NC([C@H](CC1CCCC1)C1=CC(=C(C=C1)Cl)Cl)=O)(C)C ((R)—N-{1-[2-(tert-butyl-dimethyl-silanyloxy)-ethyl]-1H-pyrazol-3-yl}-3-cyclopentyl-2-(3,4-dichloro-phenyl)-propionamide). Reagents/catalysts: Cl (hydrochloric acid). Solvent: C(C)O (ethanol). Reaction conditions: temperature 25 celsius. Yields the product C1(CCCC1)C[C@@H](C(=O)NC1=NN(C=C1)CCO)C1=CC(=C(C=C1)Cl)Cl ((R)-3-cyclopentyl-2-(3,4-dichloro-phenyl)-N-[1-(2-hydroxy-ethyl)-1H-pyrazol-3-yl]-propionamide). The yield is 89.8%. As a reaction SMILES: C([Si](C)(C)[O:6][CH2:7][CH2:8][N:9]1[CH:13]=[CH:12][C:11]([NH:14][C:15](=[O:31])[C@@H:16]([C:23]2[CH:28]=[CH:27][C:26]([Cl:29])=[C:25]([Cl:30])[CH:24]=2)[CH2:17][CH:18]2[CH2:22][CH2:21][CH2:20][CH2:19]2)=[N:10]1)(C)(C)C>Cl.C(O)C>[CH:18]1([CH2:17][C@H:16]([C:23]2[CH:28]=[CH:27][C:26]([Cl:29])=[C:25]([Cl:30])[CH:24]=2)[C:15]([NH:14][C:11]2[CH:12]=[CH:13][N:9]([CH2:8][CH2:7][OH:6])[N:10]=2)=[O:31])[CH2:19][CH2:20][CH2:21][CH2:22]1. Procedure: In a round bottom flask was placed (R)—N-{1-[2-(tert-butyl-dimethyl-silanyloxy)-ethyl]-1H-pyrazol-3-yl}-3-cyclopentyl-2-(3,4-dichloro-phenyl)-propionamide (128 mg, 0.25 mmol), ethanol (10 mL) and concentrated hydrochloric acid (2 drops). This solution was then stirred at 25° C. until all starting material is consumed (˜1 hr). The reaction was then diluted with ethyl acetate (30 mL) and transferred to a separatory funnel where it was washed with a saturated aqueous solution of sodium bicarbonate ... Starting materials: C=CCOC(=O)N1CCCC(OC)C1CC(=O)CBr, C[O-], CO, O=c1[nH]cnc2cc(Cl)c(Oc3ccc(Cl)cc3)cc12, [Na+]. Product: C=CCOC(=O)N1CCCC(OC)C1CC(=O)Cn1cnc2cc(Cl)c(Oc3ccc(Cl)cc3)cc2c1=O. RXN SMILES: [Br:21][CH2:22][C:23]([CH2:24][CH:25]1[N:26]([C:33](=[O:34])[O:35][CH2:36][CH:37]=[CH2:38])[CH2:27][CH2:28][CH2:29][CH:30]1[O:31][CH3:32])=[O:39].[CH3:40][O-:41].[CH3:43][OH:44].[Cl:1][c:2]1[c:3]([O:13][c:14]2[cH:15][cH:16][c:17]([Cl:20])[cH:18][cH:19]2)[cH:4][c:5]2[c:6](=[O:12])[nH:7][cH:8][n:9][c:10]2[cH:11]1.[Na+:42]>>[Cl:1][c:2]1[c:3]([O:13][c:14]2[cH:15][cH:16][c:17]([Cl:20])[cH:18][cH:19]2)[cH:4][c:5]2[c:6](=[O:12])[n:7]([CH2:22][C:23]([CH2:24][CH:25]3[N:26]([C:33](=[O:34])[O:35][CH2:36][CH:37]=[CH2:38])[CH2:27][CH2:28][CH2:29][CH:30]3[O:31][CH3:32])=[O:39])[cH:8][n:9][c:10]2[cH:11]1. The reactants are CCOc1cc(N2CCN(C(=O)CCl)C(C)C2)ccc1Cl, Cc1[nH]nc(-c2ccccn2)c1Cl. Product: CCOc1cc(N2CCN(C(=O)Cn3nc(-c4ccccn4)c(Cl)c3C)C(C)C2)ccc1Cl. As a reaction SMILES: [Cl:14][CH2:15][C:16](=[O:17])[N:18]1[CH:19]([CH3:34])[CH2:20][N:21]([c:24]2[cH:25][c:26]([O:31][CH2:32][CH3:33])[c:27]([Cl:30])[cH:28][cH:29]2)[CH2:22][CH2:23]1.[Cl:1][c:2]1[c:3](-[c:8]2[n:9][cH:10][cH:11][cH:12][cH:13]2)[n:4][nH:5][c:6]1[CH3:7]>>[Cl:1][c:2]1[c:3](-[c:8]2[n:9][cH:10][cH:11][cH:12][cH:13]2)[n:4][n:5]([CH2:15][C:16](=[O:17])[N:18]2[CH:19]([CH3:34])[CH2:20][N:21]([c:24]3[cH:25][c:26]([O:31][CH2:32][CH3:33])[c:27]([Cl:30])[cH:28][cH:29]3)[CH2:22][CH2:23]2)[c:6]1[CH3:7]. Yields the product OCC1=CC(=C(C=C1)C1=CC=C(C=C1)C(=O)OC)OC (methyl 4′-(hydroxymethyl)-2′-methoxy-1,1′-biphenyl-4-carboxylate). The reactants are C(=O)C1=CC(=C(C=C1)C1=CC=C(C=C1)C(=O)OC)OC (methyl 4′-formyl-2′-methoxy-1,1′-biphenyl-4-carboxylate), [BH4-].[Na+] (sodium borohydride). The solvent is CO (methanol), C(C)(=O)OCC (ethyl acetate). As a reaction SMILES: [CH:1]([C:3]1[CH:8]=[CH:7][C:6]([C:9]2[CH:14]=[CH:13][C:12]([C:15]([O:17][CH3:18])=[O:16])=[CH:11][CH:10]=2)=[C:5]([O:19][CH3:20])[CH:4]=1)=[O:2].[BH4-].[Na+]>CO.C(OCC)(=O)C>[OH:2][CH2:1][C:3]1[CH:8]=[CH:7][C:6]([C:9]2[CH:10]=[CH:11][C:12]([C:15]([O:17][CH3:18])=[O:16])=[CH:13][CH:14]=2)=[C:5]([O:19][CH3:20])[CH:4]=1 |f:1.2|. Procedure details: A solution of Example 122I (270 mg, 0.5 mmol), and sodium borohydride (80 mg) in methanol (5 mL) at room temperature was stirred for 30 minutes, diluted with ethyl acetate (70 mL), washed with water (20 mL) and brine (10 mL), dried (MgSO4), filtered, and concentrated to provide the desired product. The reactants are C1(=C(C=CC=C1)C=CC1=CC(=NC=C1)N)C (4-(2-o-Tolyl-vinyl)-pyridin-2-ylamine). Reagents/catalysts: [Pd] (palladium on carbon). Run in CO (methanol). Conditions: time 3 hour. Product: C1(=C(C=CC=C1)CCC1=CC(=NC=C1)N)C (4-(2-o-Tolyl-ethyl)-pyridin-2-ylamine). Yield: 98.2%. Reaction SMILES: [C:1]1([CH3:16])[CH:6]=[CH:5][CH:4]=[CH:3][C:2]=1[CH:7]=[CH:8][C:9]1[CH:14]=[CH:13][N:12]=[C:11]([NH2:15])[CH:10]=1>CO.[Pd]>[C:1]1([CH3:16])[CH:6]=[CH:5][CH:4]=[CH:3][C:2]=1[CH2:7][CH2:8][C:9]1[CH:14]=[CH:13][N:12]=[C:11]([NH2:15])[CH:10]=1. Procedure details: To the solution of mixture of E and Z 4-(2-o-Tolyl-vinyl)-pyridin-2-ylamine (200 mg, 0.95 mmol) in methanol (10 mL) is added 5% palladium on carbon (20 mg). The mixture is purged and back filled with hydrogen three times using a hydrogen balloon. The reaction is then stirred at room temperature for 3 hours under the hydrogen atmosphere. The palladium on carbon is filtered and the filtrate is concentrated to give the desired product (198 mg). Reactants: ClC1=NC=C(C=C1C(=O)N[C@@H](C)C1=CC=C(C(=O)OC(C)(C)C)C=C1)Cl (tert-Butyl 4-((1S)-1-{[(2,5-dichloropyridin-3-yl)carbonyl]amino}ethyl)benzoate), ClC=1C=C(C=C(C1)F)O (3-chloro-5-fluorophenol). Product: ClC=1C=C(C(=NC1)OC1=CC(=CC(=C1)F)Cl)C(=O)N[C@@H](C)C1=CC=C(C(=O)OC(C)(C)C)C=C1 (tert-Butyl 4-[(1S)-1-({[5-chloro-2-(3-chloro-5-fluorophenoxy)pyridin-3-yl]carbonyl}amino)ethyl]benzoate). As a reaction SMILES: Cl[C:2]1[C:7]([C:8]([NH:10][C@H:11]([C:13]2[CH:25]=[CH:24][C:16]([C:17]([O:19][C:20]([CH3:23])([CH3:22])[CH3:21])=[O:18])=[CH:15][CH:14]=2)[CH3:12])=[O:9])=[CH:6][C:5]([Cl:26])=[CH:4][N:3]=1.[Cl:27][C:28]1[CH:29]=[C:30]([OH:35])[CH:31]=[C:32]([F:34])[CH:33]=1>>[Cl:26][C:5]1[CH:6]=[C:7]([C:8]([NH:10][C@H:11]([C:13]2[CH:25]=[CH:24][C:16]([C:17]([O:19][C:20]([CH3:21])([CH3:22])[CH3:23])=[O:18])=[CH:15][CH:14]=2)[CH3:12])=[O:9])[C:2]([O:35][C:30]2[CH:31]=[C:32]([F:34])[CH:33]=[C:28]([Cl:27])[CH:29]=2)=[N:3][CH:4]=1. Procedure: The title compound was prepared according to the procedure described in step 2 of Example 45 from tert-butyl 4-((1S)-1-{[(2,5-dichloropyridin-3-yl)carbonyl]amino}ethyl)benzoate (step 1 of Example 45) and 3-chloro-5-fluorophenol: 1H-NMR (CDCl3) δ 8.55 (1H, d, J=2.6 Hz), 8.17 (1H, d, J=2.6 Hz), 7.97 (2H, d, J=8.4 Hz), 7.88–7.80 (1H, m), 7.40 (2H, d, J=8.4 Hz), 7.10–7.02 (1H, m), 7.00–6.94 (1H, m), 6.87–6.80 (1H, m), 5.43–5.27 (1H, m), 1.68–1.55 (12H, m); MS (ESI) m/z 505 (M+H)+, 503 (M−H)−. The reactants are ClC1=C(C(=CC=C1[N+](=O)[O-])Cl)C=1C(N(C2=CC=CC=C2C1)C)=O (3-(2,6-dichloro-3-nitro-phenyl)-1-methyl-1H-quinolin-2-one), Sn(II)Cl2. The solvent is CCOC(=O)C (EtOAc), C(=O)([O-])[O-].[K+].[K+] (K2CO3), CCO (EtOH), Cl (HCl). Conditions: temperature 75 celsius, time 30 minute. Product: NC=1C(=C(C(=CC1)Cl)C=1C(N(C2=CC=CC=C2C1)C)=O)Cl (3-(3-amino-2,6-dichloro-phenyl)-1-methyl-1H-quinolin-2-one). Isolated yield 96.8%. RXN SMILES: [Cl:1][C:2]1[C:7]([N+:8]([O-])=O)=[CH:6][CH:5]=[C:4]([Cl:11])[C:3]=1[C:12]1[C:13](=[O:23])[N:14]([CH3:22])[C:15]2[C:20]([CH:21]=1)=[CH:19][CH:18]=[CH:17][CH:16]=2>CCO.Cl.CCOC(C)=O.C([O-])([O-])=O.[K+].[K+]>[NH2:8][C:7]1[C:2]([Cl:1])=[C:3]([C:12]2[C:13](=[O:23])[N:14]([CH3:22])[C:15]3[C:20]([CH:21]=2)=[CH:19][CH:18]=[CH:17][CH:16]=3)[C:4]([Cl:11])=[CH:5][CH:6]=1 |f:4.5.6|. Reported procedure: To a suspended solution of 3-(2,6-dichloro-3-nitro-phenyl)-1-methyl-1H-quinolin-2-one (50 mg, 0.143 mmol) in EtOH (3.0 mL) is added a solution of Sn(II)Cl2 (122 mg, 0.644 mmol) in concentrated HCl (2.0 mL) at 75° C. After the mixture is stirred for 30 minutes at 75° C., the mixture is diluted with EtOAc and neutralized with K2CO3 until a pH of 8 is achieved. The organic layer is washed with saturated K2CO3, brine and dried, filtered and concentrated to give crude product (44.2 mg, 96.7%).